From a dataset of the Open Reaction Database (ORD), a public repository of structured organic reaction records. describe an organic reaction: reactants, conditions, products, and yield Starting materials: CCOCC (ether), C(C)NC([C@H]1N(CCC1)C([C@@H](NC(=O)OCC1=CC=CC=C1)C)=O)=O (N-benzyloxycarbonyl-L-alanyl-L-proline ethylamide), Br (hydrobromic acid). The solvent is 4-N, C(C)(=O)O (acetic acid). Run at temperature -60 celsius. Product: Br.C(C)NC([C@H]1N(CCC1)C([C@@H](N)C)=O)=O (L-alanyl-L-proline ethylamide hydrobromide). The yield is 82.0%. Reaction SMILES: [CH2:1]([NH:3][C:4](=[O:25])[C@@H:5]1[CH2:9][CH2:8][CH2:7][N:6]1[C:10](=[O:24])[C@H:11]([CH3:23])[NH:12]C(OCC1C=CC=CC=1)=O)[CH3:2].[BrH:26].CCOCC>C(O)(=O)C>[BrH:26].[CH2:1]([NH:3][C:4](=[O:25])[C@@H:5]1[CH2:9][CH2:8][CH2:7][N:6]1[C:10](=[O:24])[C@H:11]([CH3:23])[NH2:12])[CH3:2] |f:4.5|. Procedure: 1.81 g (0.0052 mol) of N-benzyloxycarbonyl-L-alanyl-L-proline ethylamide were stirred for 1 hour in 10 ml of 4-N hydrobromic acid in acetic acid. To the solution were added 150 ml of dry ether and, after stirring for a few minutes, the oil was allowed to settle. The mixture was cooled to -60° C. and the ether decanted from the oil and discarded. The oil was then dissolved in methanol, the product crystallising out on the addition of ethyl acetate. There were obtained 1.25 g (82%) of L-alanyl-L-p... Starting materials: C(C)OC(CN1C(C(=CC=C1)C(F)(F)F)=O)=O ((2-oxo-3-trifluoromethyl-2H-pyridin-1-yl)-acetic acid ethyl ester), O.NN (hydrazine hydrate). Solvent: C(C)O (ethanol). The product is O=C1N(C=CC=C1C(F)(F)F)CC(=O)NN ((2-Oxo-3-trifluoromethyl-2H-pyridin-1-yl)-acetic acid hydrazide). The yield is 95.0%. Reaction SMILES: C([O:3][C:4](=O)[CH2:5][N:6]1[CH:11]=[CH:10][CH:9]=[C:8]([C:12]([F:15])([F:14])[F:13])[C:7]1=[O:16])C.O.[NH2:19][NH2:20]>C(O)C>[O:16]=[C:7]1[C:8]([C:12]([F:15])([F:14])[F:13])=[CH:9][CH:10]=[CH:11][N:6]1[CH2:5][C:4]([NH:19][NH2:20])=[O:3] |f:1.2|. Reported procedure: As described for example 112a, (2-oxo-3-trifluoromethyl-2H-pyridin-1-yl)-acetic acid ethyl ester in ethanol was reacted with hydrazine hydrate (1.2 equivalents) at rt for 72 h. The mixture was concentrated and crystallized from ethanol/diisopropylether and the compound was obtained as a white solid (yield: 95%). MS: m/e=236.3 [M+H]+. Reactants: CC(C)CC(NC(=O)OCc1ccccc1)C(=O)NC(C)C(=O)O, CCN1CCCCC1, CN(C)C=O, C(=NC1CCCCC1)=NC1CCCCC1, Cl, CCOC(=O)C1(N)CCCC1, O=C1CCC(=O)N1O. The product is CCOC(=O)C1(N)CCCC1C(=O)C(C)NC(=O)C(CC(C)C)NC(=O)OCc1ccccc1. Reaction SMILES: [CH2:1]([c:2]1[cH:3][cH:4][cH:5][cH:6][cH:7]1)[O:8][C:9](=[O:10])[NH:11][CH:12]([CH2:13][CH:14]([CH3:15])[CH3:16])[C:17](=[O:18])[NH:19][CH:20]([CH3:21])[C:22](=[O:23])[OH:24].[CH3:60][CH2:61][N:62]1[CH2:63][CH2:64][CH2:65][CH2:66][CH2:67]1.[CH3:68][N:69]([CH3:70])[CH:71]=[O:72].[CH:33]1([N:34]=[C:35]=[N:36][CH:37]2[CH2:38][CH2:39][CH2:40][CH2:41][CH2:42]2)[CH2:43][CH2:44][CH2:45][CH2:46][CH2:47]1.[ClH:59].[NH2:48][C:49]1([C:54](=[O:55])[O:56][CH2:57][CH3:58])[CH2:50][CH2:51][CH2:52][CH2:53]1.[OH:25][N:26]1[C:27](=[O:28])[CH2:29][CH2:30][C:31]1=[O:32]>>[CH2:1]([c:2]1[cH:3][cH:4][cH:5][cH:6][cH:7]1)[O:8][C:9](=[O:10])[NH:11][CH:12]([CH2:13][CH:14]([CH3:15])[CH3:16])[C:17](=[O:18])[NH:19][CH:20]([CH3:21])[C:22](=[O:24])[CH:50]1[C:49]([NH2:48])([C:54](=[O:55])[O:56][CH2:57][CH3:58])[CH2:53][CH2:52][CH2:51]1. Starting materials: C(C)(C)[N-]C(C)C.[Li+] (lithium diisopropylamide), C1(=CC=C(C=C1)S(=O)(=O)C#N)C (p-toluenesulphonyl cyanide), C(C)O (ethanol), ( 75 ), C(CCCC)C1=CC(=C(C(=C1)F)C=1C=NC(=NC1)C1=CC(=CC(=C1)F)F)F (5-(4-pentyl-2,6-difluorophenyl)-2-(3,5-difluorophenyl)pyrimidine). Solvent: CCCCCC (hexane), C1CCOC1 (THF), C1CCOC1 (THF). Run at temperature -50 celsius, time 2 hour. Product: C(CCCC)C1=CC(=C(C(=C1)F)C=1C=NC(=NC1)C1=CC(=C(C#N)C(=C1)F)F)F (4-[5-(4-pentyl-2,6-difluorophenyl)-pyrimidin-2-yl]-2,6-difluorobenzonitrile). As a reaction SMILES: [CH2:1]([C:6]1[CH:11]=[C:10]([F:12])[C:9]([C:13]2[CH:14]=[N:15][C:16]([C:19]3[CH:24]=[C:23]([F:25])[CH:22]=[C:21]([F:26])[CH:20]=3)=[N:17][CH:18]=2)=[C:8]([F:27])[CH:7]=1)[CH2:2][CH2:3][CH2:4][CH3:5].[CH:28]([N-:31]C(C)C)(C)C.[Li+].C1(C)C=CC(S(C#N)(=O)=O)=CC=1.C(O)C>CCCCCC.C1COCC1>[CH2:1]([C:6]1[CH:11]=[C:10]([F:12])[C:9]([C:13]2[CH:18]=[N:17][C:16]([C:19]3[CH:24]=[C:23]([F:25])[C:22]([C:28]#[N:31])=[C:21]([F:26])[CH:20]=3)=[N:15][CH:14]=2)=[C:8]([F:27])[CH:7]=1)[CH2:2][CH2:3][CH2:4][CH3:5] |f:1.2|. Procedure: A mixture of 44 mmol of 1B and 80 ml of THF is added dropwise at -78° C. to a solution of 48 mmol of lithium diisopropylamide in hexane. The mixture is stirred at -50° C. for 2 hours and then re-cooled to -78° C., and a mixture of 48 mmol of p-toluenesulphonyl cyanide in 20 ml of THF is slowly added dropwise. After warming to room temperature and conventional work-up, the pure product is obtained by recrystallization from ethanol. C 85 N (75) I, Δε=71.3, Δn=0.232 (extrapolated from ZLI-4792)